This data is from the Open Reaction Database (ORD), a public repository of structured organic reaction records. The task is: describe an organic reaction: reactants, conditions, products, and yield The reactants are [Si](C)(C)(C)C=[N+]=[N-] (TMS-Diazomethane), [Si](C)(C)(C(C)(C)C)OC[C@H](C)C1=C(C=C(C=C1)B(O)O)C ((R)-4-(1-(tert-butyldimethylsilyloxy)propan-2-yl)-3-methylphenylboronic acid), NC1=CC=C2C=CNC(C2=C1)=O (7-aminoisoquinolin-1(2H)-one), O.C(C=O)(=O)O (glyoxylic acid monohydrate). The solvent is C(C)#N (acetonitrile), CN(C)C=O (DMF). Conditions: temperature 80 celsius, time 15 minute. The product is OC[C@H](C)C1=C(C=C(C=C1)C(C(=O)OC)NC1=CC=C2C=CNC(C2=C1)=O)C (Methyl 2-(4-((R)-1-hydroxypropan-2-yl)-3-methylphenyl)-2-(1-oxo-1,2-dihydroisoquinolin-7-ylamino)acetate). Yield: 66.3%. As a reaction SMILES: [Si]([O:8][CH2:9][C@@H:10]([C:12]1[CH:17]=[CH:16][C:15](B(O)O)=[CH:14][C:13]=1[CH3:21])[CH3:11])(C(C)(C)C)(C)C.[NH2:22][C:23]1[CH:32]=[C:31]2[C:26]([CH:27]=[CH:28][NH:29][C:30]2=[O:33])=[CH:25][CH:24]=1.O.[C:35]([OH:39])(=[O:38])[CH:36]=O.[Si](C=[N+]=[N-])(C)(C)[CH3:41]>C(#N)C.CN(C=O)C>[OH:8][CH2:9][C@@H:10]([C:12]1[CH:17]=[CH:16][C:15]([CH:36]([NH:22][C:23]2[CH:32]=[C:31]3[C:26]([CH:27]=[CH:28][NH:29][C:30]3=[O:33])=[CH:25][CH:24]=2)[C:35]([O:39][CH3:41])=[O:38])=[CH:14][C:13]=1[CH3:21])[CH3:11] |f:2.3|. Procedure details: In a reaction vial, Intermediate 10 (1.256 g, 4.07 mmol), Intermediate 3 (0.653 g, 4.07 mmol), and glyoxylic acid monohydrate (0.375 g, 4.07 mmol) were dissolved in acetonitrile (20 mL) and DMF (5 mL). The mixture was heated in an oil bath at 80° C. for 2 h. Solvent was removed under reduced pressure, the residue was dissolved in MeOH (5 mL), and benzene (15 mL) was added. To this solution, TMS-Diazomethane (2 M in ether) (5.09 mL, 10.19 mmol) was added dropwise at rt. The mixture was stirred fo... The reactants are Cc1ccc(-n2nc(C(C)(C)C)cc2N)cc1, O=C(n1ccnc1)n1ccnc1, C1CCOC1, CO, ClCCl, Nc1cc(OCCc2ccc(N)c3ccccc23)ccn1. Product: Cc1ccc(-n2nc(C(C)(C)C)cc2NC(=O)Nc2ccc(CCOc3ccnc(N)c3)c3ccccc23)cc1. Reaction SMILES: [C:13]([CH3:14])([CH3:15])([CH3:16])[c:17]1[n:18][n:19](-[c:23]2[cH:24][cH:25][c:26]([CH3:29])[cH:27][cH:28]2)[c:20]([NH2:22])[cH:21]1.[C:1](=[O:2])([n:3]1[cH:4][cH:5][n:6][cH:7]1)[n:8]1[cH:9][cH:10][n:11][cH:12]1.[CH2:51]1[O:52][CH2:53][CH2:54][CH2:55]1.[CH3:59][OH:60].[Cl:56][CH2:57][Cl:58].[NH2:30][c:31]1[cH:32][cH:33][c:34]([CH2:41][CH2:42][O:43][c:44]2[cH:45][c:46]([NH2:50])[n:47][cH:48][cH:49]2)[c:35]2[cH:36][cH:37][cH:38][cH:39][c:40]12>>[C:1](=[O:2])([NH:22][c:20]1[n:19](-[c:23]2[cH:24][cH:25][c:26]([CH3:29])[cH:27][cH:28]2)[n:18][c:17]([C:13]([CH3:14])([CH3:15])[CH3:16])[cH:21]1)[NH:30][c:31]1[cH:32][cH:33][c:34]([CH2:41][CH2:42][O:43][c:44]2[cH:45][c:46]([NH2:50])[n:47][cH:48][cH:49]2)[c:35]2[cH:36][cH:37][cH:38][cH:39][c:40]12. Product: FC=1C=C(C(=O)N2C=C(C=3NC=4C=CC=CC4C3C(C2)(C)C)C(=O)OC(C)C)C=CC1F (Isopropyl 3-(3,4-Difluorobenzoyl)-1,1-Dimethyl-1,2,3,6-Tetrahydroazepino[4,5-b]Indole-5-Carboxylate). Starting materials: FC=1C=C(C(=O)N2CC(C=3NC=4C=CC=CC4C3C(C2)(C)C)C(=O)OCC)C=CC1F (Ethyl 3-(3,4-difluorobenzoyl)-1,1-dimethyl-1,2,3,4,5,6-hexahydro-azepino[4,5-b]indole-5-carboxylate), isopropyl ester, C(C)(C)O (isopropanol). Reaction SMILES: [F:1][C:2]1[CH:3]=[C:4]([CH:28]=[CH:29][C:30]=1[F:31])[C:5]([N:7]1[CH2:20][C:19]([CH3:22])([CH3:21])[C:18]2[C:17]3[CH:16]=[CH:15][CH:14]=[CH:13][C:12]=3[NH:11][C:10]=2[CH:9]([C:23]([O:25][CH2:26][CH3:27])=[O:24])[CH2:8]1)=[O:6].[CH:32](O)(C)C>>[F:1][C:2]1[CH:3]=[C:4]([CH:28]=[CH:29][C:30]=1[F:31])[C:5]([N:7]1[CH2:20][C:19]([CH3:22])([CH3:21])[C:18]2[C:17]3[CH:16]=[CH:15][CH:14]=[CH:13][C:12]=3[NH:11][C:10]=2[C:9]([C:23]([O:25][CH:26]([CH3:32])[CH3:27])=[O:24])=[CH:8]1)=[O:6]. Procedure details: Ethyl 3-(3,4-difluorobenzoyl)-1,1-dimethyl-1,2,3,4,5,6-hexahydro-azepino[4,5-b]indole-5-carboxylate was saponified, converted to the corresponding isopropyl ester using CU and isopropanol, and then oxidized as described previously in Step D of Example 63 to give the title compound; 1H-NMR (DMSO-d6): δ 10.83 (1H, s), 7.76 (1H, d), 7.71 (1H, app t), 7.64 (1H, s), 7.52-7.61 (2H, m), 7.40 (1H, m), 7.08 (1H, app t), 6.98 (1H, app t), 5.05 (1H, sept), 1.52 (6H, s), 1.18 (6H, d); MS (ESI): 439 (MH+). The reactants are Cc1ccc(N(c2ccccc2)c2ccc(C)c(C)c2)cc1C, CN(C)C=O, O, O=P(Cl)(Cl)Cl. The product is Cc1ccc(N(c2ccc(C=O)cc2)c2ccc(C)c(C)c2)cc1C. RXN SMILES: [CH3:1][c:2]1[cH:3][c:4]([N:9]([c:10]2[cH:11][c:12]([CH3:17])[c:13]([CH3:16])[cH:14][cH:15]2)[c:18]2[cH:19][cH:20][cH:21][cH:22][cH:23]2)[cH:5][cH:6][c:7]1[CH3:8].[O:24]=[CH:25][N:26]([CH3:27])[CH3:28].[OH2:34].[P:29]([Cl:30])([Cl:31])([Cl:32])=[O:33]>>[CH3:1][c:2]1[cH:3][c:4]([N:9]([c:10]2[cH:11][c:12]([CH3:17])[c:13]([CH3:16])[cH:14][cH:15]2)[c:18]2[cH:19][cH:20][c:21]([CH:25]=[O:24])[cH:22][cH:23]2)[cH:5][cH:6][c:7]1[CH3:8]. Reactants: FC1(CCN(CC1)C1=NC(=NC=N1)NC=1C=C(C=CC1)CS(=O)(=O)N)F (3-[(4-(4,4-Difluoropiperidin-1-yl)-1,3,5-triazin-2-yl)amino]-benzenemethanesulfonamide), ClC1=NC(=NC=N1)NC=1C=C(C=CC1)CS(=O)(=O)N (3-[(4-Chloro-1,3,5-triazin-2-yl)amino]benzenemethanesulfonamide), Cl.COCC1NCCCC1 (rac-2-methoxymethylpiperidine hydrochloride). The product is COCC1N(CCCC1)C1=NC(=NC=N1)NC=1C=C(C=CC1)CS(=O)(=O)N (rac-3-[(4-(2-Methoxymethylpiperidin-1-yl)-1,3,5-triazin-2-yl)amino]-benzenemethanesulfonamide). RXN SMILES: F[C:2]1(F)[CH2:7][CH2:6][N:5]([C:8]2[N:13]=[CH:12][N:11]=[C:10]([NH:14][C:15]3[CH:16]=[C:17]([CH2:21][S:22]([NH2:25])(=[O:24])=[O:23])[CH:18]=[CH:19][CH:20]=3)[N:9]=2)[CH2:4][CH2:3]1.ClC1N=CN=C(NC2C=C(CS(N)(=O)=O)C=CC=2)N=1.Cl.[CH3:47][O:48][CH2:49]C1CCCCN1>>[CH3:47][O:48][CH2:49][CH:6]1[CH2:7][CH2:2][CH2:3][CH2:4][N:5]1[C:8]1[N:13]=[CH:12][N:11]=[C:10]([NH:14][C:15]2[CH:16]=[C:17]([CH2:21][S:22]([NH2:25])(=[O:24])=[O:23])[CH:18]=[CH:19][CH:20]=2)[N:9]=1 |f:2.3|. Procedure details: B4 was prepared following the procedure reported for B2 using A1 and rac-2-methoxymethylpiperidine hydrochloride. The title compound was purified by thick-layer chromatography (silica gel, chloroform/MeOH 19:1) and obtained as a white crystalline solid; yield: 235 mg (67%). MS (ES) C17H24N6O3S requires: 392. found: 393 (M+H)+.